The task is: describe an organic reaction: reactants, conditions, products, and yield. This data is from the Open Reaction Database (ORD), a public repository of structured organic reaction records. Starting materials: ClC=1C=CC(=NC1)C(=O)NC=1C=CC2=C(C(=C(CCC2)C(=O)OC)C)C1 (methyl 2-(5-chloropicolinamido)-9-methyl-6,7-dihydro-5H-benzo[7]annulene-8-carboxylate), CC(C)C[AlH]CC(C)C.C1CCOC1 (DIBAL-H THF). The solvent is [Cl-].[Na+].O (Brine), C1CCOC1 (THF). Run at temperature -78 celsius, time 4 hour. Yields the product ClC=1C=CC(=NC1)C(=O)NC=1C=CC2=C(/C(=C(\CCC2)/CO)/C)C1 ((E)-5-chloro-N-(8-(hydroxymethyl)-9-methyl-6,7-dihydro-5H-benzo[7]annulen-2-yl)picolinamide). Isolated yield 37.6%. RXN SMILES: [Cl:1][C:2]1[CH:3]=[CH:4][C:5]([C:8]([NH:10][C:11]2[CH:12]=[CH:13][C:14]3[CH2:20][CH2:19][CH2:18][C:17]([C:21](OC)=[O:22])=[C:16]([CH3:25])[C:15]=3[CH:26]=2)=[O:9])=[N:6][CH:7]=1.CC(C[AlH]CC(C)C)C.C1COCC1>C1COCC1.[Cl-].[Na+].O>[Cl:1][C:2]1[CH:3]=[CH:4][C:5]([C:8]([NH:10][C:11]2[CH:12]=[CH:13][C:14]3[CH2:20][CH2:19][CH2:18][C:17]([CH2:21][OH:22])=[C:16]([CH3:25])[C:15]=3[CH:26]=2)=[O:9])=[N:6][CH:7]=1 |f:1.2,4.5.6|. Reported procedure: To a solution of methyl 2-(5-chloropicolinamido)-9-methyl-6,7-dihydro-5H-benzo[7]annulene-8-carboxylate from step 3A (345 mg, 0.930 mmol) in THF (2 mL) was slowly added 1.0 M DIBAL-H/THF (4.65 mL, 4.65 mmol) at −78° C. The mixture was stirred at −78° C. for 4 h and then allowed to warm to rt. Brine was added slowly to quench the reaction. The reaction mixture was then extracted with 3×100 mL of EtOAc and the organic layers were combined, dried over sodium sulfate, and concentrated. The residue w... Starting materials: ClC1=C(C=NC2=CC(=C(C=C12)OC)OC)C#N (4-chloro-6,7-dimethoxy-3-quinolinecarbonitrile), ClC=1C=C(N)C=CC1SC1=CC=CC=C1 (3-chloro-4-(phenylthio)aniline). Yields the product ClC=1C=C(C=CC1SC1=CC=CC=C1)NC1=C(C=NC2=CC(=C(C=C12)OC)OC)C#N (4-[3-Chloro-4-(phenylthio)phenylamino]-6,7-dimethoxy-3-quinolinecarbonitrile). Reaction SMILES: Cl[C:2]1[C:11]2[C:6](=[CH:7][C:8]([O:14][CH3:15])=[C:9]([O:12][CH3:13])[CH:10]=2)[N:5]=[CH:4][C:3]=1[C:16]#[N:17].[Cl:18][C:19]1[CH:20]=[C:21]([CH:23]=[CH:24][C:25]=1[S:26][C:27]1[CH:32]=[CH:31][CH:30]=[CH:29][CH:28]=1)[NH2:22]>>[Cl:18][C:19]1[CH:20]=[C:21]([NH:22][C:2]2[C:11]3[C:6](=[CH:7][C:8]([O:14][CH3:15])=[C:9]([O:12][CH3:13])[CH:10]=3)[N:5]=[CH:4][C:3]=2[C:16]#[N:17])[CH:23]=[CH:24][C:25]=1[S:26][C:27]1[CH:32]=[CH:31][CH:30]=[CH:29][CH:28]=1. Procedure details: In the manner of Example 105 reaction of 4-chloro-6,7-dimethoxy-3-quinolinecarbonitrile with 3-chloro-4-(phenylthio)aniline gave the title compound as a tan solid, mp 124-130° C. The reactants are CC(C)(C)C=1C=C(C(=O)C2=CC=C(C=C2)C)C=CC1O (3-(1,1-Dimethylethyl)-4-hydroxy-4'-methylbenzophenone), aqueous solution, CNC (dimethylamine), aqueous solution, C=O (formaldehyde), C(C)O (ethanol). Yields the product CN(C)CCC=1C=C(C(=O)C2=CC=C(C=C2)C)C=C(C1O)C(C)(C)C (3-(N,N-Dimethylaminoethyl)-5-(1,1-dimethylethyl)-4-hydroxy-4'-methylbenzophenone). Reaction SMILES: [CH3:1][C:2]([C:5]1[CH:6]=[C:7]([CH:17]=[CH:18][C:19]=1[OH:20])[C:8]([C:10]1[CH:15]=[CH:14][C:13]([CH3:16])=[CH:12][CH:11]=1)=[O:9])([CH3:4])[CH3:3].[CH3:21][NH:22][CH3:23].C=O.[CH2:26](O)[CH3:27]>>[CH3:21][N:22]([CH2:26][CH2:27][C:18]1[CH:17]=[C:7]([CH:6]=[C:5]([C:2]([CH3:1])([CH3:3])[CH3:4])[C:19]=1[OH:20])[C:8]([C:10]1[CH:11]=[CH:12][C:13]([CH3:16])=[CH:14][CH:15]=1)=[O:9])[CH3:23]. Procedure details: 3-(1,1-Dimethylethyl)-4-hydroxy-4'-methylbenzophenone (2.68 g) was suspended in 45 ml of ethanol and heated with stirring to reflux for 8 hours with 1.80 g of a 50% aqueous solution of dimethylamine and 1.7 g of a 35% aqueous solution of formaldehyde. Insoluble material was filtered off, the filtrate evaporated to dryness in vacuo, and the residue crystallized from ethanol to give 2.36 g of white crystals, m.p. 123°-124.5° C. Reactants: BrN1C(CCC1=O)=O (N-Bromosuccinimide), BrC1=C(SC=C1)C=1SC(=CC1)C (3-bromo-5′-methyl-2,2′-bithiophene), CCOCC (ether), C(C)(=O)OC(C)=O (acetic anhydride). Run in C(C)(=O)O (acetic acid), O (water). The product is BrC1=C(SC(=C1)Br)C=1SC(=CC1)C (3,5-dibromo-5′-methyl-2,2′-bithiophene). RXN SMILES: [Br:1]N1C(=O)CCC1=O.[Br:9][C:10]1[CH:14]=[CH:13][S:12][C:11]=1[C:15]1[S:16][C:17]([CH3:20])=[CH:18][CH:19]=1.C(OC(=O)C)(=O)C.CCOCC>C(O)(=O)C.O>[Br:9][C:10]1[CH:14]=[C:13]([Br:1])[S:12][C:11]=1[C:15]1[S:16][C:17]([CH3:20])=[CH:18][CH:19]=1. Reported procedure: N-Bromosuccinimide (15.55 g, 87 mmol) was added portionwise to stirred solution of 3-bromo-5′-methyl-2,2′-bithiophene (20.56 g, 79 mmol) in glacial acetic acid (200 mL) containing acetic anhydride (25 mL) at RT. The mixture was stirred and monitored by TLC. After completion (1.5 h) the reaction was diluted with water (200 mL) and the oily phase was taken into ether and separated. The aqueous phase was extracted with ether. The combined organic phases were washed with 1 M NaOH solution followed b... The reactants are ClC1=CC(=C(CO)C=C1)[N+](=O)[O-] (4-chloro-2-nitrobenzyl alcohol), O1CCCC=C1 (3,4-dihydro-2H-pyran), [NH+]1=CC=CC=C1 (pyridinium). Reagents/catalysts: C=1(C(=CC=CC1)S(=O)(=O)[O-])C (toluenesulfonate). Solvent: ClCCl (dichloromethane). Reaction conditions: time 12 hour. The product is ClC1=CC(=C(C=C1)COC1OCCCC1)[N+](=O)[O-] (4-Chloro-2-nitro-1-[[(tetrahydro-2H-pyran-2-yl)oxy]methyl]benzene). Isolated yield 62.3%. As a reaction SMILES: [Cl:1][C:2]1[CH:9]=[CH:8][C:5]([CH2:6][OH:7])=[C:4]([N+:10]([O-:12])=[O:11])[CH:3]=1.[O:13]1[CH:18]=[CH:17][CH2:16][CH2:15][CH2:14]1.[NH+]1C=CC=CC=1>ClCCl.C1(C)C(S([O-])(=O)=O)=CC=CC=1>[Cl:1][C:2]1[CH:9]=[CH:8][C:5]([CH2:6][O:7][CH:14]2[CH2:15][CH2:16][CH2:17][CH2:18][O:13]2)=[C:4]([N+:10]([O-:12])=[O:11])[CH:3]=1. Procedure: A magnetically stirred solution of 4-chloro-2-nitrobenzyl alcohol (25.0 g, 133 mmol) and 3,4-dihydro-2H-pyran (118.2 mL, 16.8 g, 200 mol) in anhydrous dichloromethane (250 mL) was treated at 25° C. with pyridinium (toluenesulfonate (PPTS, 50 mg). The solution was stirred for 12 h, washed with 1 N NaOH (250 mL), brine (250 mL), dried (K2CO3), filtered, and concentrated in vacuo. Silica gel chromatography (4:1 hexane:ethyl acetate) of the concentrate gave 22.5 g (62%) of the title compound as an o...